describe an organic reaction: reactants, conditions, products, and yield From a dataset of the Open Reaction Database (ORD), a public repository of structured organic reaction records. Starting materials: N[C@H](CO)C ((S)-2-aminopropan-1-ol), Cl.N[C@H](CO)C1=CC(=C(C=C1)F)Cl ((S)-2-amino-2-(3-chloro-4-fluoro-phenyl)ethanol hydrochloride), NC1COCC1 (3-amino-tetrahydrofuran), Cl.FC=1C=C(C=CC1OC)[C@H](N)C=1C=NN(C1)C ((S)-(3-Fluoro-4-methoxyphenyl)(1-methyl-1H-pyrazol-4-yl)methanamine hydrochloride). Yields the product ClC=1C=C(C=CC1F)[C@@H](CO)NC(=O)C=1C=C2C=C(N=CC2=CC1)NC1COCC1 (N—((S)-1-(3-Chloro-4-fluorophenyl)-2-hydroxyethyl)-3-(tetrahydrofuran-3-ylamino)isoquinoline-6-carboxamide). RXN SMILES: N[C@@H:2]([CH3:5])[CH2:3][OH:4].[NH2:6][CH:7]1[CH2:11][CH2:10][O:9][CH2:8]1.Cl.FC1C=[C:16]([C@@H:22]([C:24]2C=N[N:27]([CH3:29])[CH:28]=2)N)[CH:17]=[CH:18]C=1OC.Cl.[NH2:31][C@@H:32]([C:35]1[CH:40]=[CH:39][C:38]([F:41])=[C:37]([Cl:42])[CH:36]=1)[CH2:33][OH:34]>>[Cl:42][C:37]1[CH:36]=[C:35]([C@H:32]([NH:31][C:3]([C:2]2[CH:5]=[C:22]3[C:16](=[CH:17][CH:18]=2)[CH:29]=[N:27][C:28]([NH:6][CH:7]2[CH2:11][CH2:10][O:9][CH2:8]2)=[CH:24]3)=[O:4])[CH2:33][OH:34])[CH:40]=[CH:39][C:38]=1[F:41] |f:2.3,4.5|. Procedure: N—((S)-1-(3-Chloro-4-fluorophenyl)-2-hydroxyethyl)-3-(tetrahydrofuran-3-ylamino)isoquinoline-6-carboxamide (II-38) was prepared analogously except in step 2, (S)-2-aminopropan-1-ol was replaced with 3-amino-tetrahydrofuran and in step 5, 50c was replaced with (S)-2-amino-2-(3-chloro-4-fluoro-phenyl)ethanol hydrochloride 62f. 1H NMR (500 MHz, DMSO-d6) δ 8.93 (s, 1H), 8.87 (d, J=8.5 Hz, 1H), 8.12 (s, 1H), 7.87 (d, J=8.5 Hz, 1H), 7.64 (dd, J=7.0, 2.0 Hz, 1H), 7.55 (d, J=8.5 Hz, 1H), 7.44-7.36 (m, 2... Starting materials: S1(=O)(=O)CCCC1 (sulfolane), CC(=O)OCC1=C(N2[C@@H]([C@@H](C2=O)N)SC1)C(=O)O (7-ACA), ferric chloride, S(O)(O)(=O)=O (sulfuric acid). Solvent: CO (methanol). Reaction conditions: temperature 30 celsius. Product: desired product, NC1[C@@H]2N(C(=C(CS2)COC)C(=O)O)C1=O (7-amino-3-methoxymethyl-3-cephem-4-carboxylic acid). Reaction SMILES: S1(CCCC1)(=O)=O.C[C:9]([O:11][CH2:12][C:13]1[CH2:22][S:21][C@@H:16]2[C@H:17]([NH2:20])[C:18](=[O:19])[N:15]2[C:14]=1[C:23]([OH:25])=[O:24])=O.S(=O)(=O)(O)O>CO>[NH2:20][CH:17]1[C:18](=[O:19])[N:15]2[C:14]([C:23]([OH:25])=[O:24])=[C:13]([CH2:12][O:11][CH3:9])[CH2:22][S:21][C@H:16]12. Procedure: To 10 ml of sulfolane were added 1.41 g of 7-ACA, 1.96 g of ferric chloride, 0.29 ml of concentrated sulfuric acid and 0.45 ml of methanol. The mixture was heated at 30° C. for 2 hours to advance a reaction. After completion of the reaction, substantially the same procedure as in Example 1 was repeated, to thereby obtain the desired product, namely 7-amino-3-methoxymethyl-3-cephem-4-carboxylic acid. The amount of the desired product was 0.71 g. The yield of the desired product was 56%. Reactants: solution, FC1=CC=C(C=C1)C([C@H](C)N)(N)C=1C=NC(=CC1)F ((2S)-1-(4-fluorophenyl)-1-(6-fluoro-3-pyridyl)-1,2-propanediamine), C(#N)C1=CC=[N+](C=C1)[O-] (4-cyanopyridine N-oxide), C[O-].[Na+] (sodium methoxide), CS(=O)(=O)O (methanesulfonic acid). Run in CO (methanol). Conditions: time 24 hour. Yields the product [O-][N+]1=CC=C(C=C1)C=1NC(C(N1)(C=1C=NC(=CC1)F)C1=CC=C(C=C1)F)C (2-(1-oxido-pyridin-4-yl)-4-(4-fluorophenyl)-4-(6-fluoro-3-pyridyl)-5-methyl-2-imidazoline). RXN SMILES: [C:1]([C:3]1[CH:8]=[CH:7][N+:6]([O-:9])=[CH:5][CH:4]=1)#[N:2].C[O-].[Na+].CS(O)(=O)=O.[F:18][C:19]1[CH:24]=[CH:23][C:22]([C:25]([C:30]2[CH:31]=[N:32][C:33]([F:36])=[CH:34][CH:35]=2)(N)[C@@H:26]([NH2:28])[CH3:27])=[CH:21][CH:20]=1>CO>[O-:9][N+:6]1[CH:7]=[CH:8][C:3]([C:1]2[NH:28][CH:26]([CH3:27])[C:25]([C:22]3[CH:23]=[CH:24][C:19]([F:18])=[CH:20][CH:21]=3)([C:30]3[CH:31]=[N:32][C:33]([F:36])=[CH:34][CH:35]=3)[N:2]=2)=[CH:4][CH:5]=1 |f:1.2|. Procedure: To a solution of 4-cyanopyridine N-oxide (100 mg) in methanol (4 mL) were added sodium methoxide (13.5 mg), and the mixture was stirred at room temperature for 24 hrs. To the reaction mixture was added methanesulfonic acid (104 mg), and the reaction mixture was stirred at room temperature for an additional 10 minutes. To the 3.5 ml of this solution was added to the solution (2 mL) of (2S)-1-(4-fluorophenyl)-1-(6-fluoro-3-pyridyl)-1,2-propanediamine described in Reference Example 5-1, and the mix... Reactants: Nc1ccccc1Br, C#C[Si](C)(C)C, C[Si](C)(C)C#Cc1ccccc1N, Nc1ccccc1I. Product: C#Cc1ccccc1N. As a reaction SMILES: [Br:9][c:10]1[cH:11][cH:12][cH:13][cH:14][c:15]1[NH2:16].[CH3:17][Si:18]([C:19]#[CH:20])([CH3:21])[CH3:22].[CH3:23][Si:24]([CH3:25])([CH3:26])[C:27]#[C:28][c:29]1[c:30]([NH2:31])[cH:32][cH:33][cH:34][cH:35]1.[I:1][c:2]1[cH:3][cH:4][cH:5][cH:6][c:7]1[NH2:8]>>[CH:27]#[C:28][c:29]1[c:30]([NH2:31])[cH:32][cH:33][cH:34][cH:35]1.